This data is from the Open Reaction Database (ORD), a public repository of structured organic reaction records. The task is: describe an organic reaction: reactants, conditions, products, and yield The reactants are C(C)(C)(C)OC(=O)N1N=C(C2=CC(=CC=C12)C1C(=C(NC(=C1C#N)C)C)C#N)N (3-amino-5-(3,5-dicyano-1,4-dihydro-2,6-dimethyl-4-pyridinyl)-1H-indazole-1-carboxylic acid tert-butyl ester), C(#N)[BH3-].[Na+] (sodium cyanoborohydride), C(C)=O (acetaldehyde), C(C)(=O)O (acetic acid). The solvent is CO (methanol). Run at time 8 hour. The product is C(C)(C)(C)OC(=O)N1N=C(C2=CC(=CC=C12)C1C(=C(NC(=C1C#N)C)C)C#N)NCC (5-(3,5-dicyano-1,4-dihydro-2,6-dimethyl-4-pyridinyl)-3-(ethylamino)-1H-indazole-1-carboxylic acid tert-butyl ester). Isolated yield 76.6%. As a reaction SMILES: [C:1]([O:5][C:6]([N:8]1[C:16]2[C:11](=[CH:12][C:13]([CH:17]3[C:22]([C:23]#[N:24])=[C:21]([CH3:25])[NH:20][C:19]([CH3:26])=[C:18]3[C:27]#[N:28])=[CH:14][CH:15]=2)[C:10]([NH2:29])=[N:9]1)=[O:7])([CH3:4])([CH3:3])[CH3:2].[CH:30](=O)[CH3:31].C(O)(=O)C.C([BH3-])#N.[Na+]>CO>[C:1]([O:5][C:6]([N:8]1[C:16]2[C:11](=[CH:12][C:13]([CH:17]3[C:22]([C:23]#[N:24])=[C:21]([CH3:25])[NH:20][C:19]([CH3:26])=[C:18]3[C:27]#[N:28])=[CH:14][CH:15]=2)[C:10]([NH:29][CH2:30][CH3:31])=[N:9]1)=[O:7])([CH3:4])([CH3:2])[CH3:3] |f:3.4|. Reported procedure: To a stirred mixture of 13.40 g (25.74 mmol) 3-amino-5-(3,5-dicyano-1,4-dihydro-2,6-dimethyl-4-pyridinyl)-1H-indazole-1-carboxylic acid tert-butyl ester, from Synthetic Example 18, in 335 mL dry methanol, was added 2.19 mL acetaldehyde and 2.06 mL glacial acetic acid and the resulting mixture was stirred overnight at room temperature. The reaction was cooled (ice bath) before 3.24 g sodium cyanoborohydride was added in three portions. The mixture was stirred overnight at room temperature before ... The reactants are BrC1=CC=C(C=N1)N (6-bromopyridin-3-amine), FC=1C=NC=C(C1[Sn](CCCC)(CCCC)CCCC)F (3,5-difluoro-4-(tributylstannyl)pyridine). Yields the product FC=1C=NC=C(C1C1=NC=C(C=C1)N)F (3′,5′-difluoro-2,4′-bipyridin-5-amine). Isolated yield 50.0%. Reaction SMILES: Br[C:2]1[N:7]=[CH:6][C:5]([NH2:8])=[CH:4][CH:3]=1.[F:9][C:10]1[CH:11]=[N:12][CH:13]=[C:14]([F:29])[C:15]=1[Sn](CCCC)(CCCC)CCCC>>[F:9][C:10]1[CH:11]=[N:12][CH:13]=[C:14]([F:29])[C:15]=1[C:2]1[CH:3]=[CH:4][C:5]([NH2:8])=[CH:6][N:7]=1. Reported procedure: Obtained (50% yield) following the procedure described in example 34 (step A), starting with 6-bromopyridin-3-amine and 3,5-difluoro-4-(tributylstannyl)pyridine. Starting materials: CC(OCC)=O (EA), BrCCC1=CC(=CC=C1)C (1-(2-bromo-ethyl)-3-methyl-benzene), C(=O)([O-])[O-].[K+].[K+] (K2CO3), COC(C1=CC(=C(C=C1)I)O)=O (3-Hydroxy-4-iodo-benzoic acid methyl ester), BrCCC1=CC(=CC=C1)C (1-(2-bromo-ethyl)-3-methyl-benzene), C(=O)([O-])[O-].[K+].[K+] (K2CO3). Solvent: CN(C)C=O (DMF). Reaction conditions: time 10 hour. Yields the product COC(C1=CC(=C(C=C1)I)OCCC=1C=C(C=CC1)C)=O (4-Iodo-3-(2-m-tolyl-ethoxy)-benzoic acid methyl ester). Yield: 80.7%. As a reaction SMILES: [CH3:1][O:2][C:3](=[O:12])[C:4]1[CH:9]=[CH:8][C:7]([I:10])=[C:6]([OH:11])[CH:5]=1.Br[CH2:14][CH2:15][C:16]1[CH:21]=[CH:20][CH:19]=[C:18]([CH3:22])[CH:17]=1.C([O-])([O-])=O.[K+].[K+].CC(=O)OCC>CN(C=O)C>[CH3:1][O:2][C:3](=[O:12])[C:4]1[CH:9]=[CH:8][C:7]([I:10])=[C:6]([O:11][CH2:14][CH2:15][C:16]2[CH:17]=[C:18]([CH3:22])[CH:19]=[CH:20][CH:21]=2)[CH:5]=1 |f:2.3.4|. Procedure: 10.0 g of 3-Hydroxy-4-iodo-benzoic acid methyl ester, 14.3 g of 1-(2-bromo-ethyl)-3-methyl-benzene, and 10.0 g of K2CO3 were stirred in anhydrous DMF at 80° C. for 10 h. Then, 14.3 g of 1-(2-bromo-ethyl)-3-methyl-benzene, and 10.0 g of K2CO3 were added and stirring was continued at 80° C. for 10 h. 400 ml of EA were then added and the mixture was washed twice using 200 ml of water each. The organic layer was then dried using MgSO4 and evaporated. Chromatography on silica gel using EA/HEP (gradie... The reactants are NC=1C(=C2CCN(C2=C(C1C)NC(C(C)(C)C)=O)CCCCCCCC)C (N-(5-Amino-4,6-dimethyl-1-octylindolin-7-yl)-2,2-dimethylpropanamide), CO (Methanol), ClS(=O)(=O)N=C=O (chlorosulfonyl isocyanate). Solvent: C(Cl)Cl (Methylene chloride), C(C)N(CC)CC (triethylamine), C(Cl)Cl (methylene chloride). Conditions: time 20 minute. Product: COC(=O)NS(=O)(=O)NC=1C(=C2CCN(C2=C(C1C)NC(C(C)(C)C)=O)CCCCCCCC)C (N-[5-(N-methoxycarbonylsulfamoylamino)-4,6-dimethyl-1-octylindolin-7-yl]-2,2-dimethylpropanamide). RXN SMILES: [CH3:1][OH:2].Cl[S:4]([N:7]=[C:8]=[O:9])(=[O:6])=[O:5].[NH2:10][C:11]1[C:12]([CH3:36])=[C:13]2[C:17](=[C:18]([NH:21][C:22](=[O:27])[C:23]([CH3:26])([CH3:25])[CH3:24])[C:19]=1[CH3:20])[N:16]([CH2:28][CH2:29][CH2:30][CH2:31][CH2:32][CH2:33][CH2:34][CH3:35])[CH2:15][CH2:14]2>C(Cl)Cl.C(N(CC)CC)C>[CH3:1][O:2][C:8]([NH:7][S:4]([NH:10][C:11]1[C:12]([CH3:36])=[C:13]2[C:17](=[C:18]([NH:21][C:22](=[O:27])[C:23]([CH3:25])([CH3:26])[CH3:24])[C:19]=1[CH3:20])[N:16]([CH2:28][CH2:29][CH2:30][CH2:31][CH2:32][CH2:33][CH2:34][CH3:35])[CH2:15][CH2:14]2)(=[O:6])=[O:5])=[O:9]. Reported procedure: Methanol (0.13 mL) was added to methylene chloride (2.6 mL) and chlorosulfonyl isocyanate (0.29 mL) was added at −20° C. The mixture was stirred at −20° C. to 10° C. for 20 min. N-(5-Amino-4,6-dimethyl-1-octylindolin-7-yl)-2,2-dimethylpropanamide (612 mg) and triethylamine (0.46 mL) were added to the reaction mixture and the mixture was further stirred at −9° C. for 30 min. Methylene chloride was added to the reaction mixture, and the mixture was washed successively with 10% aqueous citric acid,... Reactants: O[C@H]1CN(C[C@@H]1O)C(=O)OC(C)(C)C ((3S,4S)-tert-butyl 3,4-dihydroxypyrrolidine-1-carboxylate), ClC(C1=CC=C(C=C1)OC)(C1=CC=C(C=C1)OC)C1=CC=CC=C1 (4,4′-(chloro(phenyl)methylene)bis(methoxybenzene)). Run in N1=CC=CC=C1 (pyridine). Conditions: time 4 day. The product is COC1=CC=C(C=C1)C(O[C@H]1CN(C[C@@H]1O)C(=O)OC(C)(C)C)(C1=CC=CC=C1)C1=CC=C(C=C1)OC ((3S,4S)-tert-butyl 3-(bis(4-methoxyphenyl)(phenyl)methoxy)-4-hydroxypyrrolidine-1-carboxylate). The yield is 64.7%. As a reaction SMILES: [OH:1][C@@H:2]1[C@@H:6]([OH:7])[CH2:5][N:4]([C:8]([O:10][C:11]([CH3:14])([CH3:13])[CH3:12])=[O:9])[CH2:3]1.Cl[C:16]([C:33]1[CH:38]=[CH:37][CH:36]=[CH:35][CH:34]=1)([C:25]1[CH:30]=[CH:29][C:28]([O:31][CH3:32])=[CH:27][CH:26]=1)[C:17]1[CH:22]=[CH:21][C:20]([O:23][CH3:24])=[CH:19][CH:18]=1>N1C=CC=CC=1>[CH3:32][O:31][C:28]1[CH:27]=[CH:26][C:25]([C:16]([C:17]2[CH:18]=[CH:19][C:20]([O:23][CH3:24])=[CH:21][CH:22]=2)([C:33]2[CH:38]=[CH:37][CH:36]=[CH:35][CH:34]=2)[O:1][C@@H:2]2[C@@H:6]([OH:7])[CH2:5][N:4]([C:8]([O:10][C:11]([CH3:14])([CH3:13])[CH3:12])=[O:9])[CH2:3]2)=[CH:30][CH:29]=1. Procedure: To a solution of (3S,4S)-tert-butyl 3,4-dihydroxypyrrolidine-1-carboxylate (2.79 g, 13.7 mmol) in anhydrous pyridine (144 mL) was added 4,4′-(chloro(phenyl)methylene)bis(methoxybenzene) (5.43 g 15.2 mmol) and the resulting mixture stirred at ambient temperature for 4 days. The reaction was quenched with methanol (10 mL) and concentrated under reduced pressure. The residue was stirred in diethyl ether (150 mL) and the solid which precipitated was collected by filtration. The filtrate was concentr... Reactants: COc1ccc(NC(=O)c2ccc3[nH]c(CCCNC(=O)OC(C)(C)C)cc3c2)cc1OC, CCOCC, ClCCl, Cl. The product is COc1ccc(NC(=O)c2ccc3[nH]c(CCCN)cc3c2)cc1OC. Reaction SMILES: [CH3:1][O:2][c:3]1[cH:4][c:5]([NH:11][C:12](=[O:13])[c:14]2[cH:15][c:16]3[cH:17][c:18]([CH2:23][CH2:24][CH2:25][NH:26][C:27](=[O:28])[O:29][C:30]([CH3:31])([CH3:32])[CH3:33])[nH:19][c:20]3[cH:21][cH:22]2)[cH:6][cH:7][c:8]1[O:9][CH3:10].[CH3:38][CH2:39][O:40][CH2:41][CH3:42].[Cl:34][CH2:35][Cl:36].[ClH:37]>>[CH3:1][O:2][c:3]1[cH:4][c:5]([NH:11][C:12](=[O:13])[c:14]2[cH:15][c:16]3[cH:17][c:18]([CH2:23][CH2:24][CH2:25][NH2:26])[nH:19][c:20]3[cH:21][cH:22]2)[cH:6][cH:7][c:8]1[O:9][CH3:10]. Reactants: OC(C)(C)C1CCNCC1 (4-(1-hydroxy-1-methyl-ethyl)-piperidine), [H-].[Na+] (NaH), C1CCOC1 (THF), FC(CNC(C1=C(C=C(C(=C1)[N+](=O)[O-])NC)F)=O)(F)F (N-(2,2,2-trifluoro-ethyl)-2-fluoro-4-methylamino-5-nitro-benzoic acid amide). Run in CCOC(=O)C (EtOAc). Conditions: time 10 minute. Product: FC(CNC(C1=C(C=C(C(=C1)[N+](=O)[O-])NC)N1CCC(CC1)C(C)(C)O)=O)(F)F (N-(2,2,2-Trifluoroethyl)-2-[4-(1-hydroxy-1-methyl-ethyl)-piperidinyl]-4-methylamino-5-nitro-benzoic acid amide). As a reaction SMILES: [OH:1][C:2]([CH:5]1[CH2:10][CH2:9][NH:8][CH2:7][CH2:6]1)([CH3:4])[CH3:3].[H-].[Na+].C1COCC1.[F:18][C:19]([F:37])([F:36])[CH2:20][NH:21][C:22](=[O:35])[C:23]1[CH:28]=[C:27]([N+:29]([O-:31])=[O:30])[C:26]([NH:32][CH3:33])=[CH:25][C:24]=1F>CCOC(C)=O>[F:18][C:19]([F:36])([F:37])[CH2:20][NH:21][C:22](=[O:35])[C:23]1[CH:28]=[C:27]([N+:29]([O-:31])=[O:30])[C:26]([NH:32][CH3:33])=[CH:25][C:24]=1[N:8]1[CH2:9][CH2:10][CH:5]([C:2]([OH:1])([CH3:4])[CH3:3])[CH2:6][CH2:7]1 |f:1.2|. Reported procedure: A mixture of 4-(1-hydroxy-1-methyl-ethyl)-piperidine (24 mg, 0.17 mmol), NaH-suspension (50% in mineral oil, 8 mg, ˜0.17 mmol) and THF (1 mL) is stirred for 10 min. Then, N-(2,2,2-trifluoro-ethyl)-2-fluoro-4-methylamino-5-nitro-benzoic acid amide is added and it is stirred for 1.5 h. The mixture is diluted with EtOAc, washed with water, concentrated, dried and directly used in the next step. Reactants: O (water), CC(CCCCCC)OC(=O)C1=CC=C(C=C1)O (4-(1-methylheptyloxycarbonyl)phenol), C(CCCCCCC)OC(=O)OC1=CC=C(C(=O)Cl)C=C1 (4-octyloxycarbonyloxybenzoic chloride), ( ii ), C1(=CC=CC=C1)C (toluene). Run in N1=CC=CC=C1 (pyridine). Conditions: time 2 hour. The product is CC(CCCCCC)OC(=O)C1=CC=C(C=C1)OC(C1=CC=C(C=C1)OC(=O)OCCCCCCCC)=O (4-octyloxycarbonyloxybenzoic acid 4-(1-methylheptyloxycarbonyl)phenyl ester). The yield is 28.2%. RXN SMILES: [CH3:1][CH:2]([O:9][C:10]([C:12]1[CH:17]=[CH:16][C:15]([OH:18])=[CH:14][CH:13]=1)=[O:11])[CH2:3][CH2:4][CH2:5][CH2:6][CH2:7][CH3:8].[CH2:19]([O:27][C:28]([O:30][C:31]1[CH:39]=[CH:38][C:34]([C:35](Cl)=[O:36])=[CH:33][CH:32]=1)=[O:29])[CH2:20][CH2:21][CH2:22][CH2:23][CH2:24][CH2:25][CH3:26].O.C1(C)C=CC=CC=1>N1C=CC=CC=1>[CH3:1][CH:2]([O:9][C:10]([C:12]1[CH:17]=[CH:16][C:15]([O:18][C:35](=[O:36])[C:34]2[CH:38]=[CH:39][C:31]([O:30][C:28]([O:27][CH2:19][CH2:20][CH2:21][CH2:22][CH2:23][CH2:24][CH2:25][CH3:26])=[O:29])=[CH:32][CH:33]=2)=[CH:14][CH:13]=1)=[O:11])[CH2:3][CH2:4][CH2:5][CH2:6][CH2:7][CH3:8]. Procedure: Optically active 4-(1-methylheptyloxycarbonyl)phenol (10 g, 0.04 mol) was dissolved in pyridine (70 ml), followed by dropwise adding to the solution, under cooling, 4-octyloxycarbonyloxybenzoic chloride (11.4 g, 0.035 mol) prepared in the same manner as in the paragraph (ii) of Example 1, agitating the mixture at 50°-60° C. for 2 hours, placing water and toluene in the reaction solution after completion of the reaction, sufficiently agitating the mixture, washing the separated toluene layer with...